From a dataset of the Open Reaction Database (ORD), a public repository of structured organic reaction records. describe an organic reaction: reactants, conditions, products, and yield The reactants are S(=O)(Cl)Cl (Thionyl chloride), ClC=1C(=NC=CC1N(CCCO)C)CO (3-[(3-chloro-2-hydroxymethyl-pyridin-4-yl)-methyl-amino]-propanol). The solvent is ClCCl (dichloromethane), ClCCl (dichloromethane). Reaction conditions: time 1 hour. Product: ClC=1C(=NC=CC1N(CCCO)C)CCl (3-[(3-chloro-2-chloromethyl-pyridin-4-yl)-methyl-amino]-propanol). RXN SMILES: S(Cl)([Cl:3])=O.[Cl:5][C:6]1[C:7]([CH2:18]O)=[N:8][CH:9]=[CH:10][C:11]=1[N:12]([CH3:17])[CH2:13][CH2:14][CH2:15][OH:16]>ClCCl>[Cl:5][C:6]1[C:7]([CH2:18][Cl:3])=[N:8][CH:9]=[CH:10][C:11]=1[N:12]([CH3:17])[CH2:13][CH2:14][CH2:15][OH:16]. Reported procedure: Thionyl chloride (3.5 ml, 47.6 mmol), dissolved in dichloromethane (25 ml), is added dropwise at 4° C. to a solution of 3-[(3-chloro-2-hydroxymethyl-pyridin-4-yl)-methyl-amino]-propanol (5.0 g, 21.6 mmol) in dichloromethane (75 ml). The solution is stirred for 1 h at this temperature, triturated with ice water and neutralized with saturated sodium bicarbonate solution. After separation of the organic layer the aqueous phase is extracted with dichloromethane. The combined organic extracts are was... Yields the product COc1c(Cl)cc(C(=O)O)cc1C#N. Reaction SMILES: [Cl:1][c:2]1[cH:3][c:4]([C:5](=[O:6])[O:7][CH3:8])[cH:9][c:10]([C:14]#[N:15])[c:11]1[O:12][CH3:13].[Li+:18].[O:19]1[CH2:20][CH2:21][CH2:22][CH2:23]1.[OH-:17].[OH2:16].[OH2:24]>>[Cl:1][c:2]1[cH:3][c:4]([C:5](=[O:6])[OH:7])[cH:9][c:10]([C:14]#[N:15])[c:11]1[O:12][CH3:13]. Reactants: COC(=O)c1cc(Cl)c(OC)c(C#N)c1, [Li+], C1CCOC1, [OH-], O, O. The reactants are C1(=CC=CC=C1)O (phenol), final mixture, [H-].[Na+] (NaH), BrC1=CC(=CC=C1)Br (1,3-dibromobenzene), Cu2O. The solvent is CCOCC (Et2O), CN(C)C=O (DMF). Conditions: time 30 minute. The product is BrC1=CC(=CC=C1)OC1=CC=CC=C1 (1-bromo-3-phenoxybenzene). Reaction SMILES: [C:1]1([OH:7])[CH:6]=[CH:5][CH:4]=[CH:3][CH:2]=1.[H-].[Na+].Br[C:11]1[CH:16]=[CH:15][CH:14]=[C:13]([Br:17])[CH:12]=1>CN(C=O)C.CCOCC>[Br:17][C:13]1[CH:14]=[CH:15][CH:16]=[C:11]([O:7][C:1]2[CH:6]=[CH:5][CH:4]=[CH:3][CH:2]=2)[CH:12]=1 |f:1.2|. Procedure: To a solution of phenol (5.08 g; 54 mmol) in 30 ml dry DMF at 0 C. was added portionwise NaH (1.98 g; 66 mmol; 80% dispersion in oil). The mixture was stirred 30 min at r.t. then 1,3-dibromobenzene (33 ml; 273 mmol) and Cu2O (3.95 g; 28 mmol) were added. The final mixture was heated to reflux for 4 h, cooled to r.t., diluted with Et2O (200 ml), washed with water (3×200 ml), NaOH (1.0 M; 2×100 ml) and brine, dried over MgSO4 and concentrated. Flash chromatography with hexane afforded the desired ... The reactants are CN, CC#N, O=C(O)C1CCC(Nc2nc(Cl)nc(Cl)n2)CC1, [Na+], [OH-], O. Yields the product CNc1nc(Cl)nc(NC2CCC(C(=O)O)CC2)n1. As a reaction SMILES: [CH3:1][NH2:2].[CH3:23][C:24]#[N:25].[Cl:3][c:4]1[n:5][c:6]([NH:11][CH:12]2[CH2:13][CH2:14][CH:15]([C:18](=[O:19])[OH:20])[CH2:16][CH2:17]2)[n:7][c:8]([Cl:10])[n:9]1.[Na+:22].[OH-:21].[OH2:26]>>[CH3:1][NH:2][c:4]1[n:5][c:6]([NH:11][CH:12]2[CH2:13][CH2:14][CH:15]([C:18](=[O:19])[OH:20])[CH2:16][CH2:17]2)[n:7][c:8]([Cl:10])[n:9]1.